This data is from the Open Reaction Database (ORD), a public repository of structured organic reaction records. The task is: describe an organic reaction: reactants, conditions, products, and yield Reactants: Cl.ClCCC1CC2=C(C(N(C1)C)=O)C=CC=N2 (8-(2-chloroethyl)-6,7,8,9-tetrahydro-6-methyl-5H-pyrido[3,2-c]azepin-5-one hydrochloride), CNC1=CC=CC=C1 (N-methylaniline). Product: CN(CCC1CC2=C(C(N(C1)C)=O)C=CC=N2)C2=CC=CC=C2 (8-[2-[(Methyl)(phenyl)amino]ethyl]-6,7,8,9-tetrahydro-6-methyl-5H-pyrido[3,2-c]azepin-5-one). RXN SMILES: Cl.Cl[CH2:3][CH2:4][CH:5]1[CH2:11][N:10]([CH3:12])[C:9](=[O:13])[C:8]2[CH:14]=[CH:15][CH:16]=[N:17][C:7]=2[CH2:6]1.[CH3:18][NH:19][C:20]1[CH:25]=[CH:24][CH:23]=[CH:22][CH:21]=1>>[CH3:18][N:19]([C:20]1[CH:25]=[CH:24][CH:23]=[CH:22][CH:21]=1)[CH2:3][CH2:4][CH:5]1[CH2:11][N:10]([CH3:12])[C:9](=[O:13])[C:8]2[CH:14]=[CH:15][CH:16]=[N:17][C:7]=2[CH2:6]1 |f:0.1|. Reported procedure: A solution of 8-(2-chloroethyl)-6,7,8,9-tetrahydro-6-methyl-5H-pyrido[3,2-c]azepin-5-one hydrochloride in excess N-methylaniline is heated to about 95° C. for 2 days. Excess N-methylaniline is removed at reduced pressure and the residue is taken up in chloroform. The chloroform layer is washed with dilute aqeuous base, decolorized with activated carbon and dried over sodium sulfate, filtered and concentrated. The residue is dissolved in a suitable solvent and purified by high pressure liquid chr... The reactants are CC(N)(C(=O)O)C (2,2-dimethylglycine), C[Si](C)(C)Cl (trimethylsilyl chloride). Solvent: CO (methanol). Reaction conditions: time 14 hour. Product: Cl.COC(C(N)(C)C)=O (2,2-dimethylglycine methyl ester hydrochloride). RXN SMILES: [CH3:1][C:2]([CH3:7])([C:4]([OH:6])=[O:5])[NH2:3].[CH3:8][Si]([Cl:12])(C)C>CO>[ClH:12].[CH3:8][O:5][C:4](=[O:6])[C:2]([CH3:7])([CH3:1])[NH2:3] |f:3.4|. Reported procedure: To a stirred solution of 2,2-dimethylglycine (10.0 g, 0.097 mol) in methanol (200 ml) was added trimethylsilyl chloride (37 ml, 0.29 mol). After stirring at room temperature for 14 h. The mixture was evaporated to dryness to give crude 2,2-dimethylglycine methyl ester hydrochloride as a white solid which was used directly in the next step.